This data is from the Open Reaction Database (ORD), a public repository of structured organic reaction records. The task is: describe an organic reaction: reactants, conditions, products, and yield Reactants: NC1=CN=C(C=C1C(=O)O)Cl (5-amino-2-chloroisonicotinic acid), CN (methylamine), C1(CCC1)N1CCC(CC1)OC1=CC(=C(C=O)C=C1)OC (4-[(1-cyclobutylpiperidin-4-yl)oxy]-2-methoxybenzaldehyde). The product is ClC1=CC2=C(N=C(N(C2=O)C)C2=C(C=C(C=C2)OC2CCN(CC2)C2CCC2)OC)C=N1 (6-Chloro-2-{4-[(1-cyclobutylpiperidin-4-yl)oxy]-2-methoxyphenyl}-3-methylpyrido[3,4-d]pyrimidin-4(3H)-one). Reaction SMILES: [NH2:1][C:2]1[C:7]([C:8]([OH:10])=O)=[CH:6][C:5]([Cl:11])=[N:4][CH:3]=1.[CH3:12][NH2:13].[CH:14]1([N:18]2[CH2:23][CH2:22][CH:21]([O:24][C:25]3[CH:32]=[CH:31][C:28]([CH:29]=O)=[C:27]([O:33][CH3:34])[CH:26]=3)[CH2:20][CH2:19]2)[CH2:17][CH2:16][CH2:15]1>>[Cl:11][C:5]1[N:4]=[CH:3][C:2]2[N:1]=[C:29]([C:28]3[CH:31]=[CH:32][C:25]([O:24][CH:21]4[CH2:22][CH2:23][N:18]([CH:14]5[CH2:17][CH2:16][CH2:15]5)[CH2:19][CH2:20]4)=[CH:26][C:27]=3[O:33][CH3:34])[N:13]([CH3:12])[C:8](=[O:10])[C:7]=2[CH:6]=1. Procedure: The entitled compound was obtained according to the method of Example 15 but starting from 5-amino-2-chloroisonicotinic acid, methylamine and 4-[(1-cyclobutylpiperidin-4-yl)oxy]-2-methoxybenzaldehyde. As a reaction SMILES: [Cl:1][CH2:2][C:3]([CH:5]1[CH:10]=[CH:9][C:8]2[CH:11]=[C:12]([F:15])[CH:13]=[CH:14][C:7]=2[O:6]1)=[O:4].[BH4-].[Na+]>C(O)C.O.ClCCl>[Cl:1][CH2:2][CH:3]([CH:5]1[CH:10]=[CH:9][C:8]2[CH:11]=[C:12]([F:15])[CH:13]=[CH:14][C:7]=2[O:6]1)[OH:4] |f:1.2|. Isolated yield 70.0%. Yields the product ClCC(O)C1OC2=C(C=C1)C=C(C=C2)F (2-Chloro-1-(6-fluoro-1-benzopyran-2-yl)-ethanol). The reactants are ClCC(=O)C1OC2=C(C=C1)C=C(C=C2)F (2-Chloro-1-(6-fluoro-1-benzopyran-2-yl)-ethanone), [BH4-].[Na+] (NaBH4). Reaction conditions: time 2 hour. Solvent: C(C)O (ethanol), O (water), ClCCl (dichloromethane). Reported procedure: A stirred solution of 2-Chloro-1-(6-fluoro-1-benzopyran-2-yl)-ethanone (0.33 g, 1.28 mmol, 88.4% A) in ethanol (2.5 ml) was cooled to 0° C. under nitrogen. NaBH4 (60.1 mg, 1.59 mmol) was added to the solution and the reaction mixture stirred for 2 hours. After checking by GPC that the starting product had disappeared, the mixture was diluted with demineralized water (7 ml) and dichloromethane (7 ml) and the phases separated. The organic layer was dried over anhydrous sodium sulphate, filtered an... The reactants are ClC1=C2C(=NC=C1)C(C1=C(CC2)C=C(C=C1)Cl)=C1CCN(CC1)C(CC=1C=NC=CC1)=O (4-[4,8-DICHLORO-5,6-DIHYDRO-11H-BENZO[5,6]CYCLOHEPTA[1,2-b]PYRIDIN-11-YLIDENE]-1-(3-PYRIDINYLACETYL)-PIPERIDINE), [H-].[Na+] (sodium hydride), C(C1=CC=CC=C1)S (benzyl mercaptan). Run in CN(C)C=O (DMF). Product: ClC=1C=CC2=C(CCC=3C(=NC=CC3SCC3=CC=CC=C3)C2=C2CCN(CC2)C(CC=2C=NC=CC2)=O)C1 (4-[8-CHLORO-5,6-DIHYDRO-4-(PHENYLMETHYLTHIO)-11H-BENZO[5,6]CYCLOHEPTA[1,2-b]PYRIDIN-11-YLIDENE]-1-(3-PYRIDINYLACETYL)-PIPERIDINE). Isolated yield 8.0%. As a reaction SMILES: Cl[C:2]1[CH:7]=[CH:6][N:5]=[C:4]2[C:8](=[C:18]3[CH2:23][CH2:22][N:21]([C:24](=[O:32])[CH2:25][C:26]4[CH:27]=[N:28][CH:29]=[CH:30][CH:31]=4)[CH2:20][CH2:19]3)[C:9]3[CH:16]=[CH:15][C:14]([Cl:17])=[CH:13][C:10]=3[CH2:11][CH2:12][C:3]=12.[H-].[Na+].[CH2:35]([SH:42])[C:36]1[CH:41]=[CH:40][CH:39]=[CH:38][CH:37]=1>CN(C=O)C>[Cl:17][C:14]1[CH:15]=[CH:16][C:9]2[C:8](=[C:18]3[CH2:23][CH2:22][N:21]([C:24](=[O:32])[CH2:25][C:26]4[CH:27]=[N:28][CH:29]=[CH:30][CH:31]=4)[CH2:20][CH2:19]3)[C:4]3=[N:5][CH:6]=[CH:7][C:2]([S:42][CH2:35][C:36]4[CH:41]=[CH:40][CH:39]=[CH:38][CH:37]=4)=[C:3]3[CH2:12][CH2:11][C:10]=2[CH:13]=1 |f:1.2|. Procedure details: A mixture of the title compound from Example 250 (0.25 grams), sodium hydride (0.11 grams, 60% in mineral oil), benzyl mercaptan (0.13 mL) and anhydrous DMF (15 mL) was stirred while being irradiated with 200 W lamp for 10 days. Isolation and purification as in Example 257 provided the title compound (0.02 grams, 8%, MH+ 552).